This data is from the Open Reaction Database (ORD), a public repository of structured organic reaction records. The task is: describe an organic reaction: reactants, conditions, products, and yield The solvent is C(C)O (ethanol), C(C)O (ethanol). Reactants: Cl.NCC[C@@H](C[C@@H]([C@H](CC1CCCCC1)NC(=O)[C@H](CC=1N=CNC1)NC(=O)[C@H](CC1=CC=CC=C1)NC(OC(C)(C)C)=O)O)C(C)C (t-butyl [(S)-α-[[(S)-1-[[(1S,2S,4S)-6-amino-1-(cyclohexylmethyl)-2-hydroxy-4-isopropylhexyl]carbamoyl]-2-imidazol-4-ylethyl]carbamoyl]phenethyl]carbamate hydrochloride), CCN(C(C)C)C(C)C (Hunig base), C(CCC)N=C=O (butyl isocyanate). Conditions: time 2 hour. The yield is 57.6%. RXN SMILES: Cl.[NH2:2][CH2:3][CH2:4][C@H:5]([CH:46]([CH3:48])[CH3:47])[CH2:6][C@H:7]([OH:45])[C@@H:8]([NH:16][C:17]([C@@H:19]([NH:26][C:27]([C@@H:29]([NH:37][C:38](=[O:44])[O:39][C:40]([CH3:43])([CH3:42])[CH3:41])[CH2:30][C:31]1[CH:36]=[CH:35][CH:34]=[CH:33][CH:32]=1)=[O:28])[CH2:20][C:21]1[N:22]=[CH:23][NH:24][CH:25]=1)=[O:18])[CH2:9][CH:10]1[CH2:15][CH2:14][CH2:13][CH2:12][CH2:11]1.CCN(C(C)C)C(C)C.[CH2:58]([N:62]=[C:63]=[O:64])[CH2:59][CH2:60][CH3:61]>C(O)C>[CH2:58]([NH:62][C:63](=[O:64])[NH:2][CH2:3][CH2:4][C@H:5]([CH:46]([CH3:48])[CH3:47])[CH2:6][C@H:7]([OH:45])[C@@H:8]([NH:16][C:17]([C@@H:19]([NH:26][C:27]([C@@H:29]([NH:37][C:38](=[O:44])[O:39][C:40]([CH3:43])([CH3:41])[CH3:42])[CH2:30][C:31]1[CH:32]=[CH:33][CH:34]=[CH:35][CH:36]=1)=[O:28])[CH2:20][C:21]1[N:22]=[CH:23][NH:24][CH:25]=1)=[O:18])[CH2:9][CH:10]1[CH2:15][CH2:14][CH2:13][CH2:12][CH2:11]1)[CH2:59][CH2:60][CH3:61] |f:0.1|. The product is C(CCC)NC(NCC[C@@H](C[C@@H]([C@H](CC1CCCCC1)NC(=O)[C@H](CC=1N=CNC1)NC(=O)[C@H](CC1=CC=CC=C1)NC(OC(C)(C)C)=O)O)C(C)C)=O (t-butyl [(S)-α-[[(S)-1-[[(1S,2S,4S)-6-(3-butylureido)-1-(cyclohexylmethyl)-2-hydroxy-4-isopropylhexyl]carbamoyl]-2-imidazol-4-ylethyl]carbamoyl]phenethyl]carbamate). Reported procedure: 0.100 g (0.145 mmol) of t-butyl [(S)-α-[[(S)-1-[[(1S,2S,4S)-6-amino-1-(cyclohexylmethyl)-2-hydroxy-4-isopropylhexyl]carbamoyl]-2-imidazol-4-ylethyl]carbamoyl]phenethyl]carbamate hydrochloride in 1 ml of ethanol is treated with 0.05 ml (0.25 mmol) of Hunig base, cooled to 0° and treated with 0.018 ml (0.16 mmol) of butyl isocyanate in 1 ml of ethanol. Then, the reaction mixture is stirred at room temperature for 2 hours and subsequently evaporated under reduced pressure. Chromatography of the res... Starting materials: N1(CCOCC1)CCOC=1C=NC(=NC1)C=1C=C(C(=O)OC)C=CC1 (methyl 3-[5-(2-morpholin-4-ylethoxy)pyrimidin-2-yl]benzoate), [Cl-].[NH4+] (ammonium chloride), solution, [H-].C(C(C)C)[Al+]CC(C)C (diisobutylaluminium hydride). Run in C1CCOC1 (THF), C1CCOC1 (THF). The product is N1(CCOCC1)CCOC=1C=NC(=NC1)C=1C=C(C=CC1)CO ({3-[5-(2-morpholin-4-ylethoxy)pyrimidin-2-yl]phenyl}methanol). As a reaction SMILES: [H-].C([Al+]CC(C)C)C(C)C.[N:11]1([CH2:17][CH2:18][O:19][C:20]2[CH:21]=[N:22][C:23]([C:26]3[CH:27]=[C:28]([CH:33]=[CH:34][CH:35]=3)[C:29](OC)=[O:30])=[N:24][CH:25]=2)[CH2:16][CH2:15][O:14][CH2:13][CH2:12]1.[Cl-].[NH4+]>C1COCC1>[N:11]1([CH2:17][CH2:18][O:19][C:20]2[CH:25]=[N:24][C:23]([C:26]3[CH:27]=[C:28]([CH2:29][OH:30])[CH:33]=[CH:34][CH:35]=3)=[N:22][CH:21]=2)[CH2:12][CH2:13][O:14][CH2:15][CH2:16]1 |f:0.1,3.4|. Procedure: 138 ml of a 1 M solution of diisobutylaluminium hydride in THF are added dropwise with stirring to a solution, kept under nitrogen, of 9.5 g (27.5 mmol) of methyl 3-[5-(2-morpholin-4-ylethoxy)pyrimidin-2-yl]benzoate in 180 ml of THF. After the mixture has been stirred at room temperature for 1 hour, 100 ml of a saturated aqueous ammonium chloride solution are added dropwise. The precipitate formed is filtered off with suction and washed a number of times with dichloromethane. The filtrate is dri... Starting materials: CCCCCCCCOc1ccc2c(c1)cc(F)c1cc(Br)ccc12, Cc1ccccc1, CCO, CCCCCCCCOc1ccc(B(O)O)c(F)c1F, [Na+], [Na+], O=C([O-])[O-], O, [Pd], c1ccc(P(c2ccccc2)c2ccccc2)cc1, c1ccc(P(c2ccccc2)c2ccccc2)cc1, c1ccc(P(c2ccccc2)c2ccccc2)cc1, c1ccc(P(c2ccccc2)c2ccccc2)cc1. Product: CCCCCCCCOc1ccc2c(c1)cc(F)c1cc(-c3ccc(OCCCCCCCC)c(F)c3F)ccc12. Reaction SMILES: [Br:1][c:2]1[cH:3][cH:4][c:5]2[c:6]3[cH:7][cH:8][c:9]([O:17][CH2:18][CH2:19][CH2:20][CH2:21][CH2:22][CH2:23][CH2:24][CH3:25])[cH:10][c:11]3[cH:12][c:13]([F:16])[c:14]2[cH:15]1.[CH3:52][c:53]1[cH:54][cH:55][cH:56][cH:57][cH:58]1.[CH3:59][CH2:60][OH:61].[F:26][c:27]1[c:28]([B:43]([OH:44])[OH:45])[cH:29][cH:30][c:31]([O:34][CH2:35][CH2:36][CH2:37][CH2:38][CH2:39][CH2:40][CH2:41][CH3:42])[c:32]1[F:33].[Na+:46].[Na+:47].[O-:48][C:49](=[O:50])[O-:51].[OH2:62].[Pd:63].[c:102]1([P:103]([c:104]2[cH:105][cH:106][cH:107][cH:108][cH:109]2)[c:110]2[cH:111][cH:112][cH:113][cH:114][cH:115]2)[cH:116][cH:117][cH:118][cH:119][cH:120]1.[c:121]1([P:122]([c:123]2[cH:124][cH:125][cH:126][cH:127][cH:128]2)[c:129]2[cH:130][cH:131][cH:132][cH:133][cH:134]2)[cH:135][cH:136][cH:137][cH:138][cH:139]1.[c:64]1([P:65]([c:66]2[cH:67][cH:68][cH:69][cH:70][cH:71]2)[c:72]2[cH:73][cH:74][cH:75][cH:76][cH:77]2)[cH:78][cH:79][cH:80][cH:81][cH:82]1.[c:83]1([P:84]([c:85]2[cH:86][cH:87][cH:88][cH:89][cH:90]2)[c:91]2[cH:92][cH:93][cH:94][cH:95][cH:96]2)[cH:97][cH:98][cH:99][cH:100][cH:101]1>>[c:2]1(-[c:28]2[c:27]([F:26])[c:32]([F:33])[c:31]([O:34][CH2:35][CH2:36][CH2:37][CH2:38][CH2:39][CH2:40][CH2:41][CH3:42])[cH:30][cH:29]2)[cH:3][cH:4][c:5]2[c:6]3[cH:7][cH:8][c:9]([O:17][CH2:18][CH2:19][CH2:20][CH2:21][CH2:22][CH2:23][CH2:24][CH3:25])[cH:10][c:11]3[cH:12][c:13]([F:16])[c:14]2[cH:15]1. The reactants are C(C)(C)(C)OC(N[C@@H](CC1=CC=CC=C1)C(NCCCN1CCCC1)=O)=O ([(S)-2-Phenyl-1-(3-pyrrolidin-1-yl-propylcarbamoyl)-ethyl]-carbamic acid tert-butyl ester), N1(CCCC1)CCCN (3-pyrrolidin-1-yl-propylamine), CCN=C=NCCCN(C)C.Cl (EDCl), C=1C=CC2=C(C1)N=NN2O (HOBT), C(C)(C)(C)OC(=O)N[C@H](C(=O)O)CC1=CC=CC=C1 ((S)-2-tert-butoxycarbonylamino-3-phenyl-propionic acid), CN1CCOCC1 (N-methylmorpholine). The solvent is C(C)(=O)OCC (ethyl acetate), CN(C)C=O (DMF), CN(C)C=O (DMF), CN(C)C=O (DMF). Run at time 14 hour. Yields the product C1(=CC=C(C=C1)N=C(N[C@H](C(=O)NCCCN1CCCC1)CC1=CC=CC=C1)NC#N)C1=CC=CC=C1 ((S)-2-(N′-Biphenyl-4-yl-N″-cyano-guanidino)-3-phenyl-N-(3-pyrrolidin-1-yl-propyl)-propionamide). Isolated yield 87.0%. As a reaction SMILES: C(O[C:6](=O)[NH:7][C@H:8]([C:16](=[O:26])[NH:17][CH2:18][CH2:19][CH2:20][N:21]1[CH2:25][CH2:24][CH2:23][CH2:22]1)[CH2:9][C:10]1[CH:15]=[CH:14][CH:13]=[CH:12][CH:11]=1)(C)(C)C.CC[N:30]=[C:31]=[N:32]CCCN(C)C.Cl.[CH:40]1[CH:41]=[CH:42][C:43]2[N:48](O)N=N[C:44]=2[CH:45]=1.C(OC(N[C@@H](C[C:63]1[CH:68]=[CH:67][CH:66]=[CH:65][CH:64]=1)C(O)=O)=O)(C)(C)C.N1(CCCN)CCCC1.CN1CCOCC1>CN(C=O)C.C(OCC)(=O)C>[C:40]1([C:63]2[CH:64]=[CH:65][CH:66]=[CH:67][CH:68]=2)[CH:45]=[CH:44][C:43]([N:48]=[C:6]([NH:32][C:31]#[N:30])[NH:7][C@@H:8]([CH2:9][C:10]2[CH:11]=[CH:12][CH:13]=[CH:14][CH:15]=2)[C:16]([NH:17][CH2:18][CH2:19][CH2:20][N:21]2[CH2:22][CH2:23][CH2:24][CH2:25]2)=[O:26])=[CH:42][CH:41]=1 |f:1.2|. Procedure: [(S)-2-Phenyl-1-(3-pyrrolidin-1-yl-propylcarbamoyl)-ethyl]-carbamic acid tert-butyl ester. To a mixture of EDCl (5.75 g, 30 mmol), HOBT (4.05 g, 30 mmol) and (S)-2-tert-butoxycarbonylamino-3-phenyl-propionic acid (5.3 g, 20 mmol) in DMF (80 mL), was added 3-pyrrolidin-1-yl-propylamine (3.85 g, 30 mmol) in DMF (10 mL) followed by N-methylmorpholine (4.05 g, 40 mmol) in 10 mL of DMF at rt. The solution was stirred for 14 h and was diluted with ethyl acetate (500 mL). The organic layer was washed w... The reactants are OC=1C=C(C=CC1)C1=C(C=NC2=C(C=CC=C12)C(F)(F)F)C(=O)C1=CC=CC=C1 ([4-(3-hydroxyphenyl)-8-(trifluoromethyl)quinolin-3-yl](phenyl)methanone), BrCC1=C(C=CC=C1)C (1-Bromomethyl-2-methylbenzene). Product: CC1=C(COC=2C=C(C=CC2)C2=C(C=NC3=C(C=CC=C23)C(F)(F)F)C(=O)C2=CC=CC=C2)C=CC=C1 ([4-{3-[(2-METHYLBENZYL)OXY]PHENYL}-8-(TRIFLUOROMETHYL)QUINOLIN-3-YL](PHENYL)-METHANONE). Reaction SMILES: [OH:1][C:2]1[CH:3]=[C:4]([C:8]2[C:17]3[C:12](=[C:13]([C:18]([F:21])([F:20])[F:19])[CH:14]=[CH:15][CH:16]=3)[N:11]=[CH:10][C:9]=2[C:22]([C:24]2[CH:29]=[CH:28][CH:27]=[CH:26][CH:25]=2)=[O:23])[CH:5]=[CH:6][CH:7]=1.Br[CH2:31][C:32]1[CH:37]=[CH:36][CH:35]=[CH:34][C:33]=1[CH3:38]>>[CH3:31][C:32]1[CH:37]=[CH:36][CH:35]=[CH:34][C:33]=1[CH2:38][O:1][C:2]1[CH:3]=[C:4]([C:8]2[C:17]3[C:12](=[C:13]([C:18]([F:21])([F:19])[F:20])[CH:14]=[CH:15][CH:16]=3)[N:11]=[CH:10][C:9]=2[C:22]([C:24]2[CH:25]=[CH:26][CH:27]=[CH:28][CH:29]=2)=[O:23])[CH:5]=[CH:6][CH:7]=1. Procedure: The title compound was prepared from [4-(3-hydroxyphenyl)-8-(trifluoromethyl)quinolin-3-yl](phenyl)methanone and 1-Bromomethyl-2-methylbenzene following the procedure of Example 478: MS (ESI) m/z 498. Starting materials: CC#N, C=CCl, [Cl-], [Cl-], ClC(Cl)Cl, [Li+], O=[PH](Cl)Cl. Yields the product O=P(Cl)(Cl)C(Cl)(Cl)CC(Cl)Cl. Reaction SMILES: [CH3:15][C:16]#[N:17].[CH:9](=[CH2:10])[Cl:11].[Cl-:12].[Cl-:14].[Cl:5][CH:6]([Cl:7])[Cl:8].[Li+:13].[PH:1](=[O:2])([Cl:3])[Cl:4]>>[P:1](=[O:2])([Cl:3])([Cl:4])[C:9]([CH2:10][CH:6]([Cl:7])[Cl:8])([Cl:11])[Cl:12].